This data is from the Open Reaction Database (ORD), a public repository of structured organic reaction records. The task is: describe an organic reaction: reactants, conditions, products, and yield Reactants: C(=O)(N1C=NC=C1)N1C=NC=C1 (1,1′-carbonyldiimidazole), N=1C=C(N2C1C=CC=C2)C(=O)NC=2C=C(C(=O)O)C=CC2C (3-(imidazo[1,2-a]pyridine-3-carboxamido)-4-methylbenzoic acid), ON=C(N)N1CCOCC1 (N′-hydroxymorpholine-4-carboximidamide). Run in CN1CCCC1=O (NMP). Reaction conditions: temperature 105 celsius, time 15 minute. Yields the product CC1=C(C=C(C=C1)C1=NC(=NO1)N1CCOCC1)NC(=O)C1=CN=C2N1C=CC=C2 (N-(2-methyl-5-(3-morpholino-1,2,4-oxadiazol-5-yl)phenyl)imidazo[1,2-a]pyridine-3-carboxamide). Reaction SMILES: [N:1]1[CH:2]=[C:3]([C:10]([NH:12][C:13]2[CH:14]=[C:15]([CH:19]=[CH:20][C:21]=2[CH3:22])[C:16]([OH:18])=O)=[O:11])[N:4]2[CH:9]=[CH:8][CH:7]=[CH:6][C:5]=12.C(N1C=CN=C1)(N1C=CN=C1)=O.O[N:36]=[C:37]([N:39]1[CH2:44][CH2:43][O:42][CH2:41][CH2:40]1)[NH2:38]>CN1C(=O)CCC1>[CH3:22][C:21]1[CH:20]=[CH:19][C:15]([C:16]2[O:18][N:38]=[C:37]([N:39]3[CH2:44][CH2:43][O:42][CH2:41][CH2:40]3)[N:36]=2)=[CH:14][C:13]=1[NH:12][C:10]([C:3]1[N:4]2[CH:9]=[CH:8][CH:7]=[CH:6][C:5]2=[N:1][CH:2]=1)=[O:11]. Procedure: A stirring suspension of 3-(imidazo[1,2-a]pyridine-3-carboxamido)-4-methylbenzoic acid (4) (41 mg, 0.138 mmol) in anhydrous NMP (1 mL) was heated in the microwave at 105° C. for 2 minutes to dissolve all solid. Then, 1,1′-carbonyldiimidazole (22 mg, 0.138 mmol) was added and the reaction was stirred at room temperature for 15 minutes. N′-hydroxymorpholine-4-carboximidamide (20 mg, 0.138 mmol) was added and the reaction was stirred for 30 minutes. The reaction was heated in the microwave at 130° ...